This data is from the Open Reaction Database (ORD), a public repository of structured organic reaction records. The task is: describe an organic reaction: reactants, conditions, products, and yield Starting materials: C1=CC=CC=2C3=CC=CC=C3C(C12)COC(=O)N[C@@H](CC(NC(C1=CC=CC=C1)(C1=CC=CC=C1)C1=CC=CC=C1)=O)C(=O)NCCC1=CC(O)=C(O)C=C1 (N-[Nα-(9-fluorenylmethoxycarbonyl)-Nγ-trityl-L-asparagyl]dopamine), C(\C=C\C1=CC(O)=C(O)C=C1)(=O)O (caffeic acid). Yields the product C(\C=C\C1=CC(O)=C(O)C=C1)(=O)N[C@@H](CC(NC(C1=CC=CC=C1)(C1=CC=CC=C1)C1=CC=CC=C1)=O)C(=O)NCCC1=CC(O)=C(O)C=C1 (N-(Nα-Caffeoyl-Nγ-trityl-L-asparagyl)dopamine), powder. Yield: 44.0%. As a reaction SMILES: C1C2C(COC([NH:18][C@H:19]([C:43]([NH:45][CH2:46][CH2:47][C:48]3[CH:55]=[CH:54][C:52]([OH:53])=[C:50]([OH:51])[CH:49]=3)=[O:44])[CH2:20][C:21](=[O:42])[NH:22][C:23]([C:36]3[CH:41]=[CH:40][CH:39]=[CH:38][CH:37]=3)([C:30]3[CH:35]=[CH:34][CH:33]=[CH:32][CH:31]=3)[C:24]3[CH:29]=[CH:28][CH:27]=[CH:26][CH:25]=3)=O)C3C(=CC=CC=3)C=2C=CC=1.[C:56]([OH:68])(=O)/[CH:57]=[CH:58]/[C:59]1[CH:66]=[CH:65][C:63]([OH:64])=[C:61]([OH:62])[CH:60]=1>>[C:56]([NH:18][C@H:19]([C:43]([NH:45][CH2:46][CH2:47][C:48]1[CH:55]=[CH:54][C:52]([OH:53])=[C:50]([OH:51])[CH:49]=1)=[O:44])[CH2:20][C:21](=[O:42])[NH:22][C:23]([C:30]1[CH:35]=[CH:34][CH:33]=[CH:32][CH:31]=1)([C:36]1[CH:41]=[CH:40][CH:39]=[CH:38][CH:37]=1)[C:24]1[CH:29]=[CH:28][CH:27]=[CH:26][CH:25]=1)(=[O:68])/[CH:57]=[CH:58]/[C:59]1[CH:66]=[CH:65][C:63]([OH:64])=[C:61]([OH:62])[CH:60]=1. Reported procedure: N-[Nα-(9-fluorenylmethoxycarbonyl)-Nγ-trityl-L-asparagyl]dopamine (1.0 g, 1.5 mmol) was deprotected according to the indications of general procedure G. The intermediate was coupled with caffeic acid (348 mg, 2.2 mmol) following general procedure D. The crude material was purified by flash chromatography using a solvent gradient from 30% to 70% EtOAc/CHCl3 containing 1% AcOH. The final product was obtained as yellow powder (400 mg, 44%). Starting materials: C(#N)C=1C=C(C=CC1)OCCCC(=O)OCC (ethyl 4-[(3-cyanophenyl)oxy]butanoate), Cl.C(C)(=O)OCC (Hydrogen chloride ethyl acetate), Example 41, C(=O)O (formic acid). The reagents and catalysts are [C].[Pd] (palladium carbon). Run in CO (methanol). Conditions: time 5 hour. Yields the product Cl.NCC=1C=C(C=CC1)OCCCC(=O)OCC (ethyl 4-{[3-(aminomethyl)phenyl]oxy}butanoate hydrochloride). Yield: 78.0%. Reaction SMILES: [C:1]([C:3]1[CH:4]=[C:5]([O:9][CH2:10][CH2:11][CH2:12][C:13]([O:15][CH2:16][CH3:17])=[O:14])[CH:6]=[CH:7][CH:8]=1)#[N:2].C(O)=O.[ClH:21].C(OCC)(=O)C>[C].[Pd].CO>[ClH:21].[NH2:2][CH2:1][C:3]1[CH:4]=[C:5]([O:9][CH2:10][CH2:11][CH2:12][C:13]([O:15][CH2:16][CH3:17])=[O:14])[CH:6]=[CH:7][CH:8]=1 |f:2.3,4.5,7.8|. Reported procedure: A mixture of ethyl 4-[(3-cyanophenyl)oxy]butanoate obtained in Reference Example 41 (8.50 g, 36.4 mmol), 10% palladium carbon (containing 50% water)(12.8 g), formic acid (98 mL) and methanol (80 mL) was stirred at room temperature for 5 hr under hydrogen atmosphere (1 atm). The precipitate was filtered off, and the filtrate was concentrated under reduced pressure. 4N Hydrogen chloride/ethyl acetate solution (15.0 mL, 60.0 mmol) was added to the obtained residue, and the mixture was stirred, and ...